This data is from the Open Reaction Database (ORD), a public repository of structured organic reaction records. The task is: describe an organic reaction: reactants, conditions, products, and yield Reactants: C1(=CC=CC=C1)C (toluene), C(C1=CC=CC=C1)OC1=NC(=CC=C1)Br (2-(benzyloxy)-6-bromopyridine), (±)-BINAP, N1CCCC1 (pyrrolidine), CC(C)([O-])C.[Na+] (sodium t-butoxide). Reagents/catalysts: C1=CC=C(C=C1)/C=C/C(=O)/C=C/C2=CC=CC=C2.C1=CC=C(C=C1)/C=C/C(=O)/C=C/C2=CC=CC=C2.[Pd] (tris(dibenzylideneacetone)dipalladium(O)). Solvent: C(C)(=O)OCC (ethyl acetate). Yields the product C(C1=CC=CC=C1)OC1=NC(=CC=C1)N1CCCC1 (2-(benzyloxy)-6-(pyrrolidin-1-yl)pyridine). Isolated yield 92.4%. As a reaction SMILES: [CH2:1]([O:8][C:9]1[CH:14]=[CH:13][CH:12]=[C:11](Br)[N:10]=1)[C:2]1[CH:7]=[CH:6][CH:5]=[CH:4][CH:3]=1.[NH:16]1[CH2:20][CH2:19][CH2:18][CH2:17]1.CC(C)([O-])C.[Na+].C1(C)C=CC=CC=1>C(OCC)(=O)C.C1C=CC(/C=C/C(/C=C/C2C=CC=CC=2)=O)=CC=1.C1C=CC(/C=C/C(/C=C/C2C=CC=CC=2)=O)=CC=1.[Pd]>[CH2:1]([O:8][C:9]1[CH:14]=[CH:13][CH:12]=[C:11]([N:16]2[CH2:20][CH2:19][CH2:18][CH2:17]2)[N:10]=1)[C:2]1[CH:7]=[CH:6][CH:5]=[CH:4][CH:3]=1 |f:2.3,6.7.8|. Procedure details: In a dried microwave reactor into which an argon gas was introduced, 526 mg (2.0 mmol) of 2-(benzyloxy)-6-bromopyridine, 200 μl (2.4 mmol) of pyrrolidine, 283 mg (2.8 mmol) of sodium t-butoxide, 9 mg (0.005 mmol) of tris(dibenzylideneacetone)dipalladium(O) (0.5 mol % of Pd), 19 mg (0.015 mmol, 1.5 mol %) of (±)-BINAP and 3 ml of toluene were placed, followed by stirring and reacting the mixture using microwave at 120° C. for 10 min. The reaction mixture was diluted with 20 ml of ethyl acetate, f... The reactants are [OH-].[Na+] (sodium hydroxide), CO\C(\C(=O)OC)=C/C1=CC=C(C=C1)C1=CC(=CC=C1)N(C(=O)NCCCCC)C (methyl (Z)-2-methoxy-3-[3′-(1-methyl-3-pentylureido)biphenyl-4-yl]acrylate), C(C)(=O)O (acetic acid). Solvent: O1CCCC1 (tetrahydrofuran). Reaction conditions: temperature 68 celsius, time 4 hour. The product is CO\C(\C(=O)O)=C/C1=CC=C(C=C1)C1=CC(=CC=C1)N(C(=O)NCCCCC)C ((Z)-2-methoxy-3-[3′-(1-methyl-3-pentylureido)biphenyl-4-yl]acrylic acid). The yield is 83.6%. Reaction SMILES: [OH-].[Na+].[CH3:3][O:4]/[C:5](=[CH:10]\[C:11]1[CH:16]=[CH:15][C:14]([C:17]2[CH:22]=[CH:21][CH:20]=[C:19]([N:23]([CH3:32])[C:24]([NH:26][CH2:27][CH2:28][CH2:29][CH2:30][CH3:31])=[O:25])[CH:18]=2)=[CH:13][CH:12]=1)/[C:6]([O:8]C)=[O:7].C(O)(=O)C>O1CCCC1>[CH3:3][O:4]/[C:5](=[CH:10]\[C:11]1[CH:12]=[CH:13][C:14]([C:17]2[CH:22]=[CH:21][CH:20]=[C:19]([N:23]([CH3:32])[C:24]([NH:26][CH2:27][CH2:28][CH2:29][CH2:30][CH3:31])=[O:25])[CH:18]=2)=[CH:15][CH:16]=1)/[C:6]([OH:8])=[O:7] |f:0.1|. Procedure details: 2.9 mL (2.9 mmol) of aqueous 1 N sodium hydroxide solution are added to a solution of 0.8 g (1.9 mmol) of methyl (Z)-2-methoxy-3-[3′-(1-methyl-3-pentylureido)biphenyl-4-yl]acrylate in 15 mL of tetrahydrofuran. The reaction medium is heated at 68° C. and stirred for 4 hours. The reaction medium is acidified with 3 mL of 1 N acetic acid solution and extracted with ethyl acetate. The organic phase is washed with water, dried over magnesium sulfate, filtered and evaporated. The residue obtained is r... The reactants are C1(CC1)[B-](F)(F)F.[K+] (potassium cyclopropyltrifluoroborate), C([O-])([O-])=O.[Cs+].[Cs+] (cesium carbonate), ice brine, COC(=O)C1=NC(=C(C=C1)Br)Cl (5-bromo-6-chloro-pyridine-2-carboxylic acid methyl ester). Reagents/catalysts: C(C)(=O)[O-].[Pd+2].C(C)(=O)[O-] (palladium(II)acetate), C(CCC)PC12CC3CC(CC(C1)C3)C2 (butyl-1-adamantylphosphine). Solvent: O (water), C1(=CC=CC=C1)C (toluene), O (water). Conditions: temperature 100 celsius. The product is COC(=O)C1=NC(=C(C=C1)C1CC1)Cl (6-Chloro-5-cyclopropyl-pyridine-2-carboxylic acid methyl ester). The yield is 58.9%. RXN SMILES: [CH:1]1([B-](F)(F)F)[CH2:3][CH2:2]1.[K+].C(=O)([O-])[O-].[Cs+].[Cs+].[CH3:15][O:16][C:17]([C:19]1[CH:24]=[CH:23][C:22](Br)=[C:21]([Cl:26])[N:20]=1)=[O:18]>C1(C)C=CC=CC=1.O.C([O-])(=O)C.[Pd+2].C([O-])(=O)C.C(PC12CC3CC(CC(C3)C1)C2)CCC>[CH3:15][O:16][C:17]([C:19]1[CH:24]=[CH:23][C:22]([CH:1]2[CH2:3][CH2:2]2)=[C:21]([Cl:26])[N:20]=1)=[O:18] |f:0.1,2.3.4,8.9.10|. Procedure: To a mixture of palladium(II)acetate (17.9 mg, 79.8 μmol), butyl-1-adamantylphosphine (42.9 mg, 120 μmol), potassium cyclopropyltrifluoroborate (597 mg, 4.03 mmol) and cesium carbonate (3.9 g, 12.0 mmol) under an argon atmosphere was added a solution of 5-bromo-6-chloro-pyridine-2-carboxylic acid methyl ester (CAN 1214353-79-3, 1 g, 3.99 mmol) in toluene (25.2 ml) and water (2.8 mL) under an argon atmosphere. The reaction mixture was heated to 100° C. for 20 h, diluted with water (17.5 ml), pour...